This data is from the Open Reaction Database (ORD), a public repository of structured organic reaction records. The task is: describe an organic reaction: reactants, conditions, products, and yield The yield is 71.1%. The solvent is CC(=O)C (acetone). Yields the product ClCCCOC1=CC=C(C=C1)C1=CC=CC=C1 (4-(3-Chloropropoxy)-1,1'-biphenyl). Reactants: C1(=CC=CC=C1)C1=CC=C(C=C1)O (4-phenylphenol), BrCCCCl (1-bromo-3-chloropropane), C([O-])([O-])=O.[K+].[K+] (potassium carbonate). Reported procedure: A mixture of 34 g (0.2 mole) of 4-phenylphenol, 63 g (0.4 mole) of 1-bromo-3-chloropropane and 82.9 g (0.6 mole) of anhydrous potassium carbonate in 1 liter of acetone was heated at reflux for 17 hr. The mixture was cooled, filtered, and the filtrate concentrated under reduced pressure. The residue was triturated with petroleum ether (30°-60° C.) and a solid crystallized. The solid was collected by filtration and was subjected to flash chromatography on 400 g of silica gel on a 10-cm diameter co... Reaction SMILES: [C:1]1([C:7]2[CH:12]=[CH:11][C:10]([OH:13])=[CH:9][CH:8]=2)[CH:6]=[CH:5][CH:4]=[CH:3][CH:2]=1.Br[CH2:15][CH2:16][CH2:17][Cl:18].C(=O)([O-])[O-].[K+].[K+]>CC(C)=O>[Cl:18][CH2:17][CH2:16][CH2:15][O:13][C:10]1[CH:9]=[CH:8][C:7]([C:1]2[CH:2]=[CH:3][CH:4]=[CH:5][CH:6]=2)=[CH:12][CH:11]=1 |f:2.3.4|. Starting materials: O=Cc1c[nH]c2cccc(Br)c12, CC(=O)OC(C)=O. The product is CC(=O)n1cc(C=O)c2c(Br)cccc21. As a reaction SMILES: [Br:1][c:2]1[c:3]2[c:4]([CH:11]=[O:12])[cH:5][nH:6][c:7]2[cH:8][cH:9][cH:10]1.[CH3:13][C:14](=[O:15])[O:16][C:17](=[O:18])[CH3:19]>>[Br:1][c:2]1[c:3]2[c:4]([CH:11]=[O:12])[cH:5][n:6]([C:14]([CH3:13])=[O:15])[c:7]2[cH:8][cH:9][cH:10]1. Starting materials: [N+](=O)([O-])C1=CC(=C(C=C1)N1CCNCC1)C1=CC(CC(C1)(C)C)(C)C (1-[4-nitro-2-(3,3,5,5-tetramethylcyclohex-1-enyl)phenyl]piperazine), C(CCC)=O (butyraldehyde), C(C)(=O)O[BH-](OC(C)=O)OC(C)=O.[Na+] (sodium triacetoxyborohydride), C(C)(=O)O (acetic acid). Procedure: To a solution of 1-[4-nitro-2-(3,3,5,5-tetramethylcyclohex-1-enyl)phenyl]piperazine (10 mg, 0.029 mmol) produced in Example (88c) in tetrahydrofuran (1 mL) were added butyraldehyde (3.2 mg, 0.044 mmol), sodium triacetoxyborohydride (12 mg, 0.058 mmol) and acetic acid (2 mg, 0.029 mmol) in that order, followed by stirring for 3 hours at room temperature. Water was added to the reaction mixture, extraction was performed with ethyl acetate, and the organic layer was concentrated. The resultant resi... Reaction SMILES: [N+:1]([C:4]1[CH:9]=[CH:8][C:7]([N:10]2[CH2:15][CH2:14][NH:13][CH2:12][CH2:11]2)=[C:6]([C:16]2[CH2:21][C:20]([CH3:23])([CH3:22])[CH2:19][C:18]([CH3:25])([CH3:24])[CH:17]=2)[CH:5]=1)([O-:3])=[O:2].[CH:26](=O)[CH2:27][CH2:28][CH3:29].C(O[BH-](OC(=O)C)OC(=O)C)(=O)C.[Na+].C(O)(=O)C>O1CCCC1.C(OCC)(=O)C.O>[CH2:26]([N:13]1[CH2:14][CH2:15][N:10]([C:7]2[CH:8]=[CH:9][C:4]([N+:1]([O-:3])=[O:2])=[CH:5][C:6]=2[C:16]2[CH2:21][C:20]([CH3:23])([CH3:22])[CH2:19][C:18]([CH3:25])([CH3:24])[CH:17]=2)[CH2:11][CH2:12]1)[CH2:27][CH2:28][CH3:29] |f:2.3|. The solvent is C(C)(=O)OCC (ethyl acetate), O (Water), O1CCCC1 (tetrahydrofuran). Yields the product C(CCC)N1CCN(CC1)C1=C(C=C(C=C1)[N+](=O)[O-])C1=CC(CC(C1)(C)C)(C)C (1-butyl-4-[4-nitro-2-(3,3,5,5-tetramethylcyclohex-1-enyl)phenyl]piperazine). Reaction conditions: time 3 hour. The reactants are [Br-], C1CNCCN1, CN(C)C=O, Cl, COc1c(F)cc(C(=O)N2CCOc3ccncc32)cc1F, [Li+], O. Yields the product O=C(c1cc(F)c(O)c(F)c1)N1CCOc2ccncc21. Reaction SMILES: [Br-:24].[CH2:25]1[NH:26][CH2:27][CH2:28][NH:29][CH2:30]1.[CH:33]([N:34]([CH3:35])[CH3:36])=[O:37].[ClH:31].[F:1][c:2]1[cH:3][c:4]([C:11](=[O:12])[N:13]2[c:14]3[c:15]([cH:19][cH:20][n:21][cH:22]3)[O:16][CH2:17][CH2:18]2)[cH:5][c:6]([F:10])[c:7]1[O:8][CH3:9].[Li+:23].[OH2:32]>>[F:1][c:2]1[cH:3][c:4]([C:11](=[O:12])[N:13]2[c:14]3[c:15]([cH:19][cH:20][n:21][cH:22]3)[O:16][CH2:17][CH2:18]2)[cH:5][c:6]([F:10])[c:7]1[OH:8]. Starting materials: BrC1=CC=C(C(C=O)=C1)O (5-bromosalicylaldehyde), Cl2Pd(PPh3)2, C(CCC)[Sn](C=1SC=C2C1OCCO2)(CCCC)CCCC (2-tributylstannyl-3,4-ethylenedioxythiophene). Solvent: CN(C)C=O (DMF). Conditions: temperature 80 celsius. The product is C1OC2=C(SC=C2OC1)C1=CC=C(C(C=O)=C1)O (5-(2-(3,4-Ethylenedioxy)thienyl)salicylaldehyde). The yield is 27.0%. As a reaction SMILES: Br[C:2]1[CH:9]=[C:6]([CH:7]=[O:8])[C:5]([OH:10])=[CH:4][CH:3]=1.C([Sn](CCCC)(CCCC)[C:16]1[S:17][CH:18]=[C:19]2[O:24][CH2:23][CH2:22][O:21][C:20]=12)CCC>CN(C=O)C>[CH2:22]1[CH2:23][O:24][C:19]2[C:20](=[C:16]([C:2]3[CH:9]=[C:6]([CH:7]=[O:8])[C:5]([OH:10])=[CH:4][CH:3]=3)[S:17][CH:18]=2)[O:21]1. Procedure details: The synthesis of this compound is depicted schematically in FIG. 13. A 50 mL schlenk flask was charged with 5-bromosalicylaldehyde (2.408 g, 11.98 mmol) and Cl2Pd(PPh3)2 (0.420 g, 0.599 mmol, 0.05 equiv). To this was added 2-tributylstannyl-3,4-ethylenedioxythiophene (8.784 g, 20.37 mmol, 1.7 equiv) in 25 mL of DMF. The reaction mixture was heated to 80° C. for 18 h, over which time the reaction color changed from light yellow to dark red. The solvent was removed under vacuum and the resulting o... Reactants: C(#C)C1=CC=C(C=C1)[N+](=O)[O-] (1-Ethynyl-4-nitro-benzene), C(C)OC(\C=C/I)=O ((Z)-ethyl-3-iodoacrylate). Product: C(C)OC(C=CC#CC1=CC=C(C=C1)[N+](=O)[O-])=O (5-(4-Nitro-phenyl)-pent-2-en-4-ynoic acid ethyl ester). Reaction SMILES: [C:1]([C:3]1[CH:8]=[CH:7][C:6]([N+:9]([O-:11])=[O:10])=[CH:5][CH:4]=1)#[CH:2].[CH2:12]([O:14][C:15](=[O:19])/[CH:16]=[CH:17]\I)[CH3:13]>>[CH2:12]([O:14][C:15](=[O:19])[CH:16]=[CH:17][C:2]#[C:1][C:3]1[CH:4]=[CH:5][C:6]([N+:9]([O-:11])=[O:10])=[CH:7][CH:8]=1)[CH3:13]. Reported procedure: The general procedure was used to convert 1-Ethynyl-4-nitro-benzene and (Z)-ethyl-3-iodoacrylate to the title product except using 1.6 mmol of acetylene and 1.8 mmol vinyl iodide. Purification by flash chromatography (20% ethyl acetate in hexane as the eluent) gave the analytically pure product as a yellow solid (350 mg, 89% yield). 1H NMR (400 MHz, CDCl3) δ 8.22-8.19 (d, J=8.9, 2H), 7.68-7.65 (d, J=8.9, 2H), 6.38-6.35 (d, J=11.4, 1H), 6.26-6.23 (d, J=11.4, 1H), 4.29-4.24 (q, J=7.1, 2H), 1.35-1.... Reactants: NC=1C=C(CN2C[C@@H](CC2)NC(CNC(C2=C(C=CC(=C2)C(F)(F)F)NC(=O)OC(C)(C)C)=O)=O)C=CC1O ((R)-1-(3-amino-4-hydroxybenzyl)-3-[{N-(2-(tert-butoxycarbonylamino)-5-trifluoromethylbenzoyl)glycyl}amino]pyrrolidine). Run in Cl (HCl), O1CCOCC1 (dioxane). The product is NC=1C=C(CN2C[C@@H](CC2)NC(CNC(C2=C(C=CC(=C2)C(F)(F)F)N)=O)=O)C=CC1O ((R)-1-(3-amino-4-hydroxybenzyl)3-[{N-(2-Amino-5-trifluoromethylbenzoyl)glycyl}amino]pyrrolidine). As a reaction SMILES: [NH2:1][C:2]1[CH:3]=[C:4]([CH:36]=[CH:37][C:38]=1[OH:39])[CH2:5][N:6]1[CH2:10][CH2:9][C@@H:8]([NH:11][C:12](=[O:35])[CH2:13][NH:14][C:15](=[O:34])[C:16]2[CH:21]=[C:20]([C:22]([F:25])([F:24])[F:23])[CH:19]=[CH:18][C:17]=2[NH:26]C(OC(C)(C)C)=O)[CH2:7]1>Cl.O1CCOCC1>[NH2:1][C:2]1[CH:3]=[C:4]([CH:36]=[CH:37][C:38]=1[OH:39])[CH2:5][N:6]1[CH2:10][CH2:9][C@@H:8]([NH:11][C:12](=[O:35])[CH2:13][NH:14][C:15](=[O:34])[C:16]2[CH:21]=[C:20]([C:22]([F:25])([F:23])[F:24])[CH:19]=[CH:18][C:17]=2[NH2:26])[CH2:7]1. Procedure: A solution of (R)-1-(3-amino-4-hydroxybenzyl)-3-[{N-(2-(tert-butoxycarbonylamino)-5-trifluoromethylbenzoyl)glycyl}amino]pyrrolidine (20 mg), prepared pursuant to methods of Example 808, in 4 N HCl in dioxane (2.0 mL) was stirred at room temperature overnight. After the solution was concentrated, the residue was dissolved in methanol, loaded onto Varian™ SCX column, washed with CH3OH, and eluted off using 2 N NH3 in CH3OH. Concentration and preparative TLC (SiO2, AcOEt/MeOH=4:1) afforded (R)-1-(3... Starting materials: O=C(O)CCCCBr, CCN=C=NCCCN(C)C, Cl, Nc1ccc(F)cc1F, CN(C)C=O, On1nnc2ccccc21. Yields the product O=C(CCCCBr)Nc1ccc(F)cc1F. Reaction SMILES: [Br:32][CH2:33][CH2:34][CH2:35][CH2:36][C:37](=[O:38])[OH:39].[CH3:2][N:3]([CH3:4])[CH2:5][CH2:6][CH2:7][N:8]=[C:9]=[N:10][CH2:11][CH3:12].[ClH:1].[F:23][c:24]1[c:25]([NH2:26])[cH:27][cH:28][c:29]([F:31])[cH:30]1.[O:40]=[CH:41][N:42]([CH3:43])[CH3:44].[OH:13][n:14]1[c:15]2[c:16]([cH:17][cH:18][cH:19][cH:20]2)[n:21][n:22]1>>[F:23][c:24]1[c:25]([NH:26][C:37]([CH2:36][CH2:35][CH2:34][CH2:33][Br:32])=[O:38])[cH:27][cH:28][c:29]([F:31])[cH:30]1.